From a dataset of the Open Reaction Database (ORD), a public repository of structured organic reaction records. describe an organic reaction: reactants, conditions, products, and yield Reactants: CC(=O)O, O=C1C2=C(CCCC2)C(=O)N1c1cc([N+](=O)[O-])c(Cl)cc1F, [Fe]. Yields the product Nc1cc(N2C(=O)C3=C(CCCC3)C2=O)c(F)cc1Cl. Reaction SMILES: [CH3:23][C:24](=[O:25])[OH:26].[Cl:1][c:2]1[cH:3][c:4]([F:22])[c:5]([N:11]2[C:12](=[O:13])[C:14]3=[C:15]([CH2:16][CH2:17][CH2:18][CH2:19]3)[C:20]2=[O:21])[cH:6][c:7]1[N+:8]([O-:9])=[O:10].[Fe:27]>>[Cl:1][c:2]1[cH:3][c:4]([F:22])[c:5]([N:11]2[C:12](=[O:13])[C:14]3=[C:15]([CH2:16][CH2:17][CH2:18][CH2:19]3)[C:20]2=[O:21])[cH:6][c:7]1[NH2:8].